describe an organic reaction: reactants, conditions, products, and yield From a dataset of the Open Reaction Database (ORD), a public repository of structured organic reaction records. Starting materials: CC(C)(C)OC(=O)CBr, C1CCOC1, O=C1CNc2c(F)cccc2N1, [H-], [Na+]. The product is CC(C)(C)OC(=O)CN1C(=O)CNc2c(F)cccc21. RXN SMILES: [Br:15][CH2:16][C:17](=[O:18])[O:19][C:20]([CH3:21])([CH3:22])[CH3:23].[CH2:24]1[O:25][CH2:26][CH2:27][CH2:28]1.[F:1][c:2]1[c:3]2[c:8]([cH:9][cH:10][cH:11]1)[NH:7][C:6](=[O:12])[CH2:5][NH:4]2.[H-:13].[Na+:14]>>[F:1][c:2]1[c:3]2[c:8]([cH:9][cH:10][cH:11]1)[N:7]([CH2:16][C:17](=[O:18])[O:19][C:20]([CH3:21])([CH3:22])[CH3:23])[C:6](=[O:12])[CH2:5][NH:4]2. Starting materials: C1(=CC=CC=C1)O (phenol), C(C)NC1=CC=CC=C1 (N-ethylaniline), CNC1=CC=CC=C1 (N-methylaniline), C=O (formalin), C1(=CC=CC=C1)O (phenol), C1(=CC=CC=C1)O (phenol), C1(=CC=CC=C1)O (phenol). The solvent is C(=O)O (formic acid). Conditions: temperature 70 celsius. Product: C(C)NC1=CC=CC=C1.CNC1=CC=CC=C1.C=O.C1(=CC=CC=C1)O (N-Ethylaniline N-Methylaniline Phenol-Formaldehyde). Reaction SMILES: [C:1]1([OH:7])[CH:6]=[CH:5][CH:4]=[CH:3][CH:2]=1.[CH2:8]([NH:10][C:11]1[CH:16]=[CH:15][CH:14]=[CH:13][CH:12]=1)[CH3:9].[CH3:17][NH:18][C:19]1[CH:24]=[CH:23][CH:22]=[CH:21][CH:20]=1.C=O>C(O)=O>[CH2:8]([NH:10][C:11]1[CH:16]=[CH:15][CH:14]=[CH:13][CH:12]=1)[CH3:9].[CH3:17][NH:18][C:19]1[CH:24]=[CH:23][CH:22]=[CH:21][CH:20]=1.[CH2:1]=[O:7].[C:1]1([OH:7])[CH:6]=[CH:5][CH:4]=[CH:3][CH:2]=1 |f:5.6.7.8|. Procedure details: A one liter flask was charged with 376.4 g of phenol (4.0 moles), 96.8 g N-ethylaniline (0.8 mole), 85.6 g N-methylaniline (0.8 mole) and 7.0 g. 90% formic acid. The reaction mixture was heated to 70° C. and then 191.0 g. of 50% formalin (3.2 moles) was added over 60 minutes at 70-72° C. After 2 hours at 70° C. the percent free phenol determined gas chromatographically was 31.5% (vs. 57.3% for no reaction of phenol). The temperature was raised to 100° C. and maintained at 100° C. for one hour at... Starting materials: C(O)([O-])=O.[Na+] (sodium hydrogen carbonate), NC1=C(C(C2=C(C=CC=C2)Cl)O)C=C(C=C1)Cl (2-amino-5-chloro-α-(2-chlorophenyl)benzyl alcohol), FC(C(=O)O)(F)F (trifluoroacetic acid). The yield is 95.7%. Run in ClCCl (dichloromethane), ClCCl (dichloromethane). Product: ClC=1C=CC(=C(C(C2=C(C=CC=C2)Cl)O)C1)NC(C(F)(F)F)=O (5-chloro-α-(2-chlorophenyl)-2-(trifluoroacetylamino)benzyl alcohol). Procedure: To a solution of 1.0 g of 2-amino-5-chloro-α-(2-chlorophenyl)benzyl alcohol in 12 ml of dichloromethane, a solution of 0.8 g of anhydrous trifluoroacetic acid in 2 ml of dichloromethane was added. After reaction, an aqueous solution of sodium hydrogen carbonate was added, and the organic layer was dried, after which the solvent was removed and the residue was recrystallized from hexane to yield 1.3 g of a crystal. As a reaction SMILES: [NH2:1][C:2]1[CH:16]=[CH:15][C:14]([Cl:17])=[CH:13][C:3]=1[CH:4]([OH:12])[C:5]1[CH:10]=[CH:9][CH:8]=[CH:7][C:6]=1[Cl:11].[F:18][C:19]([F:24])([F:23])[C:20](O)=[O:21].C(=O)([O-])O.[Na+]>ClCCl>[Cl:17][C:14]1[CH:15]=[CH:16][C:2]([NH:1][C:20](=[O:21])[C:19]([F:24])([F:23])[F:18])=[C:3]([CH:13]=1)[CH:4]([OH:12])[C:5]1[CH:10]=[CH:9][CH:8]=[CH:7][C:6]=1[Cl:11] |f:2.3|.